This data is from the Open Reaction Database (ORD), a public repository of structured organic reaction records. The task is: describe an organic reaction: reactants, conditions, products, and yield Starting materials: BrC1=C(C=CC(=N1)C(=O)NC=1C=NN(C1[C@@H]1CC[C@H]([C@@H](CO1)F)NC(OC(C)(C)C)=O)C)F (tert-butyl ((3S,4R,7S)-7-(4-(6-bromo-5-fluoropicolinamido)-1-methyl-1H-pyrazol-5-yl)-3-fluorooxepan-4-yl)carbamate), BrC1=C(C=CC(=N1)C(=O)NC=1C=NN(C1[C@@H]1CC[C@H]([C@@H](CO1)F)NC(OC(C)(C)C)=O)C)F (tert-butyl ((3S,4R,7S)-7-(4-(6-bromo-5-fluoropicolinamido)-1-methyl-1H-pyrazol-5-yl)-3-fluorooxepan-4-yl)carbamate), FC1=C(C=CC=C1F)B(O)O ((2,3-difluorophenyl)boronic acid). The product is N[C@@H]1CC[C@H](OC[C@H]1F)C1=C(C=NN1C)NC(C1=NC(=C(C=C1)F)C1=C(C(=CC=C1)F)F)=O (N-(5-((2S,5R,6S)-5-amino-6-fluorooxepan-2-yl)-1-methyl-1H-pyrazol-4-yl)-6-(2,3-difluorophenyl)-5-fluoropicolinamide). As a reaction SMILES: Br[C:2]1[N:7]=[C:6]([C:8]([NH:10][C:11]2[CH:12]=[N:13][N:14]([CH3:32])[C:15]=2[C@H:16]2[O:22][CH2:21][C@@H:20]([F:23])[C@H:19]([NH:24]C(=O)OC(C)(C)C)[CH2:18][CH2:17]2)=[O:9])[CH:5]=[CH:4][C:3]=1[F:33].[F:34][C:35]1[C:40]([F:41])=[CH:39][CH:38]=[CH:37][C:36]=1B(O)O>>[NH2:24][C@H:19]1[C@H:20]([F:23])[CH2:21][O:22][C@H:16]([C:15]2[N:14]([CH3:32])[N:13]=[CH:12][C:11]=2[NH:10][C:8](=[O:9])[C:6]2[CH:5]=[CH:4][C:3]([F:33])=[C:2]([C:39]3[CH:38]=[CH:37][CH:36]=[C:35]([F:34])[C:40]=3[F:41])[N:7]=2)[CH2:17][CH2:18]1. Procedure: Following the procedure for Example 101 starting from tert-butyl ((3S,4R,7S)-7-(4-(6-bromo-5-fluoropicolinamido)-1-methyl-1H-pyrazol-5-yl)-3-fluorooxepan-4-yl)carbamate (Intermediate 103), and replacing 3,6-dihydro-2H-pyran-4-boronic acid pinacol ester with (2,3-difluorophenyl)boronic acid gave 223. 1H NMR (400 MHz, DMSO-d6) δ 10.17 (s, 1H), 8.27 (dd, J=8.7, 3.9 Hz, 1H), 8.12 (t, J=9.1 Hz, 1H), 7.90 (s, 1H), 7.69-7.52 (m, 2H), 7.47-7.37 (m, 1H), 4.84 (dd, J=10.3, 3.7 Hz, 1H), 4.39-4.16 (m, 1H), ... Starting materials: CCOC(=O)c1nn(C(C)C)c(Sc2cc(Cl)cc(Cl)c2)c1C(O)c1ccncc1, Cc1ccccc1, [Na+], O=S([O-])O. The product is CCOC(=O)c1nn(C(C)C)c(Sc2cc(Cl)cc(Cl)c2)c1Cc1ccncc1. RXN SMILES: [CH2:1]([CH3:2])[O:3][C:4](=[O:5])[c:6]1[n:7][n:8]([CH:28]([CH3:29])[CH3:30])[c:9]([S:19][c:20]2[cH:21][c:22]([Cl:27])[cH:23][c:24]([Cl:26])[cH:25]2)[c:10]1[CH:11]([OH:12])[c:13]1[cH:14][cH:15][n:16][cH:17][cH:18]1.[CH3:36][c:37]1[cH:38][cH:39][cH:40][cH:41][cH:42]1.[Na+:35].[S:31](=[O:32])([OH:33])[O-:34]>>[CH2:1]([CH3:2])[O:3][C:4](=[O:5])[c:6]1[n:7][n:8]([CH:28]([CH3:29])[CH3:30])[c:9]([S:19][c:20]2[cH:21][c:22]([Cl:27])[cH:23][c:24]([Cl:26])[cH:25]2)[c:10]1[CH2:11][c:13]1[cH:14][cH:15][n:16][cH:17][cH:18]1. The reactants are ClC1=C(C2=C(CCN(CC2)C(C(F)(F)F)=O)C(=C1)F)OS(=O)(=O)C(F)(F)F (7-chloro-9-fluoro-3-(2,2,2-trifluoroacetyl)-6-trifluoromethanesulfonyloxy-2,3,4,5-tetrahydro-1H-benzo[d]azepine), FC=1C=C(CN)C=CC1 (3-fluorobenzylamine). Product: ClC1=C(C2=C(CCN(CC2)C(C(F)(F)F)=O)C(=C1)F)NCC1=CC(=CC=C1)F (7-chloro-9-fluoro-6-(3-fluorobenzylamino)-3-(2,2,2-trifluoroacetyl)-2,3,4,5-tetrahydro-1H-benzo[d]azepine). Yield: 27.9%. RXN SMILES: [Cl:1][C:2]1[CH:18]=[C:17]([F:19])[C:5]2[CH2:6][CH2:7][N:8]([C:11](=[O:16])[C:12]([F:15])([F:14])[F:13])[CH2:9][CH2:10][C:4]=2[C:3]=1OS(C(F)(F)F)(=O)=O.[F:28][C:29]1[CH:30]=[C:31]([CH:34]=[CH:35][CH:36]=1)[CH2:32][NH2:33]>>[Cl:1][C:2]1[CH:18]=[C:17]([F:19])[C:5]2[CH2:6][CH2:7][N:8]([C:11](=[O:16])[C:12]([F:13])([F:15])[F:14])[CH2:9][CH2:10][C:4]=2[C:3]=1[NH:33][CH2:32][C:31]1[CH:34]=[CH:35][CH:36]=[C:29]([F:28])[CH:30]=1. Reported procedure: Use a method similar to the General Procedure 5-1 to couple 7-chloro-9-fluoro-3-(2,2,2-trifluoroacetyl)-6-trifluoromethanesulfonyloxy-2,3,4,5-tetrahydro-1H-benzo[d]azepine (130 mg, 0.3 mmol) with 3-fluorobenzylamine (100 □L, 0.89 mmol). Purify by chromatography on silica gel eluting with hexane/EtOAc (9:1 and 4:1) followed by SCX chromatography to give 7-chloro-9-fluoro-6-(3-fluorobenzylamino)-3-(2,2,2-trifluoroacetyl)-2,3,4,5-tetrahydro-1H-benzo[d]azepine as a yellow oil (35 mg, 28%). MS (ES+) ... Starting materials: ClCC=1C=NN(C1C(F)(F)F)C1CCN(CC1)C1=NC=C(C=N1)CC (2-(4-(4-(chloromethyl)-5-(trifluoromethyl)-1H-pyrazol-1-yl)piperidin-1-yl)-5-ethylpyrimidine), FC1=C(C=CC(=C1)N1N=NN=C1)O (2-fluoro-4-(1H-tetrazol-1-yl)phenol). Product: C(C)C=1C=NC(=NC1)N1CCC(CC1)N1N=CC(=C1C(F)(F)F)COC1=C(C=C(C=C1)N1N=NN=C1)F (5-Ethyl-2-(4-(4-((2-fluoro-4-(1H-tetrazol-1-yl)phenoxy)methyl)-5-(trifluoromethyl)-1H-pyrazol-1-yl)piperidin-1-yl)pyrimidine). Reaction SMILES: Cl[CH2:2][C:3]1[CH:4]=[N:5][N:6]([CH:12]2[CH2:17][CH2:16][N:15]([C:18]3[N:23]=[CH:22][C:21]([CH2:24][CH3:25])=[CH:20][N:19]=3)[CH2:14][CH2:13]2)[C:7]=1[C:8]([F:11])([F:10])[F:9].[F:26][C:27]1[CH:32]=[C:31]([N:33]2[CH:37]=[N:36][N:35]=[N:34]2)[CH:30]=[CH:29][C:28]=1[OH:38]>>[CH2:24]([C:21]1[CH:20]=[N:19][C:18]([N:15]2[CH2:16][CH2:17][CH:12]([N:6]3[C:7]([C:8]([F:9])([F:10])[F:11])=[C:3]([CH2:2][O:38][C:28]4[CH:29]=[CH:30][C:31]([N:33]5[CH:37]=[N:36][N:35]=[N:34]5)=[CH:32][C:27]=4[F:26])[CH:4]=[N:5]3)[CH2:13][CH2:14]2)=[N:23][CH:22]=1)[CH3:25]. Reported procedure: The title compound was synthesized using 2-(4-(4-(chloromethyl)-5-(trifluoromethyl)-1H-pyrazol-1-yl)piperidin-1-yl)-5-ethylpyrimidine and 2-fluoro-4-(1H-tetrazol-1-yl)phenol in manner similar to that described in Example 1. 1H NMR (CDCl3): δ 8.95 (1H, s), 8.18 (2H, s), 7.64 (1H, s), 7.52 (1H, m), 7.43 (1H, m), 7.19 (1H, m), 5.16 (2H, s), 4.92 (2H, m), 4.50 (1H, m), 3.02 (2H, m), 2.47 (2H, q), 2.22 (2H, m), 2.01 (2H, m), 1.19 (3H, t). Reactants: Cl (HCl), [OH-].[Na+] (NaOH), CC1=CC=C(C=C1)COC(=O)NNC(=O)C2=NC=CN=C2 (pH10), C(C)(=O)N1CC=2N=C(N=C(C2CC1)N1[C@H](COCC1)CC)C1=CC=C(C=C1)NC(=O)NCC ((S)-1-(4-(7-acetyl-4-(3-ethylmorpholino)-5,6,7,8-tetrahydropyrido[3,4-d]pyrimidin-2-yl)phenyl)-3-ethylurea). Solvent: O1CCCC1 (Tetrahydrofuran), O1CCCC1 (Tetrahydrofuran). Product: C(C)NC(=O)NC1=CC=C(C=C1)C=1N=C(C2=C(N1)CN(CC2)CC)N2[C@H](COCC2)CC ((S)-1-ethyl-3-(4-(7-ethyl-4-(3-ethylmorpholino)-5,6,7,8-tetrahydropyrido[3,4-d]pyrimidin-2-yl)phenyl)urea). RXN SMILES: [C:1]([N:4]1[CH2:13][CH2:12][C:11]2[C:10]([N:14]3[CH2:19][CH2:18][O:17][CH2:16][C@@H:15]3[CH2:20][CH3:21])=[N:9][C:8]([C:22]3[CH:27]=[CH:26][C:25]([NH:28][C:29]([NH:31][CH2:32][CH3:33])=[O:30])=[CH:24][CH:23]=3)=[N:7][C:6]=2[CH2:5]1)(=O)[CH3:2].Cl.[OH-].[Na+].CC1C=CC(COC(NNC(C2C=NC=CN=2)=O)=O)=CC=1>O1CCCC1>[CH2:32]([NH:31][C:29]([NH:28][C:25]1[CH:24]=[CH:23][C:22]([C:8]2[N:9]=[C:10]([N:14]3[CH2:19][CH2:18][O:17][CH2:16][C@@H:15]3[CH2:20][CH3:21])[C:11]3[CH2:12][CH2:13][N:4]([CH2:1][CH3:2])[CH2:5][C:6]=3[N:7]=2)=[CH:27][CH:26]=1)=[O:30])[CH3:33] |f:2.3|. Procedure: (S)-1-(4-(7-acetyl-4-(3-ethylmorpholino)-5,6,7,8-tetrahydropyrido[3,4-d]pyrimidin-2-yl)phenyl)-3-ethylurea (0.106 g, 0.000234 mol) in dry Tetrahydrofuran (2.10 mL, 0.0259 mol) at 0° C. was added 1.0 M of Borane-THF complex in Tetrahydrofuran (0.92 mL) dropwise. The reaction mixture was warmed to room temperature and for 1 hour. The reaction mixture was cooled at 0° C. then about 1 mL 1M HCl dropwise then added 1M NaOH until pH10. The reaction mixture was extracted three times with 10% MeOH in di... The reactants are Solvent L, N(=NC(C#N)(C)C)C(C#N)(C)C (azobisisobutyronitrile), C(C(=C)C)(=O)OCCCCCCCCCCCC (lauryl methacrylate), C(=C)N1C(CCC1)=O (N-vinyl-2-pyrrolidone). The product is C(=C)N1C(CCC1)=O.C(C(=C)C)(=O)OCCCCCCCCCCCC (N-vinyl-2-pyrrolidone lauryl methacrylate). RXN SMILES: [C:1]([O:6][CH2:7][CH2:8][CH2:9][CH2:10][CH2:11][CH2:12][CH2:13][CH2:14][CH2:15][CH2:16][CH2:17][CH3:18])(=[O:5])[C:2]([CH3:4])=[CH2:3].[CH:19]([N:21]1[CH2:25][CH2:24][CH2:23][C:22]1=[O:26])=[CH2:20].N(C(C)(C)C#N)=NC(C)(C)C#N>>[CH:19]([N:21]1[CH2:25][CH2:24][CH2:23][C:22]1=[O:26])=[CH2:20].[C:1]([O:6][CH2:7][CH2:8][CH2:9][CH2:10][CH2:11][CH2:12][CH2:13][CH2:14][CH2:15][CH2:16][CH2:17][CH3:18])(=[O:5])[C:2]([CH3:4])=[CH2:3] |f:3.4|. Procedure: The N-vinyl-2-pyrrolidone/lauryl methacrylate (6/94) copolymer was prepared in the following manner. In 100 parts of 0-grade Solvent L were placed 47 parts of lauryl methacrylate, 3 parts of N-vinyl-2-pyrrolidone and 0.2 parts of azobisisobutyronitrile (polymerization initiator). The mixture was reacted at 60 to 70° C. for about 12 hours at nitrogen atmosphere. Starting materials: C(C1=CC=CC=C1)OC(=O)NC=1C(=NC2=CC(=CC=C2C1)Br)C(=O)NC=1C=NC=CC1N1C[C@H](CCC1)NC(OCC1=CC=CC=C1)=O (benzyl [(3S)-1-(3-{[(3-{[(benzyloxy)carbonyl]amino}-7-bromoquinolin-2-yl)carbonyl]amino}pyridin-4-yl)piperidin-3-yl]carbamate). Reagents/catalysts: [Pd] (Pd on carbon). The solvent is CO (MeOH). Conditions: time 15 hour. Product: NC=1C(=NC2=CC=CC=C2C1)C(=O)NC=1C=NC=CC1N1C[C@H](CCC1)N (3-Amino-N-{4-[(3S)-3-aminopiperidin-1-yl]pyridin-3-yl}quinoline-2-carboxamide). Yield: 16.4%. As a reaction SMILES: C(OC([NH:11][C:12]1[C:13]([C:23]([NH:25][C:26]2[CH:27]=[N:28][CH:29]=[CH:30][C:31]=2[N:32]2[CH2:37][CH2:36][CH2:35][C@H:34]([NH:38]C(=O)OCC3C=CC=CC=3)[CH2:33]2)=[O:24])=[N:14][C:15]2[C:20]([CH:21]=1)=[CH:19][CH:18]=[C:17](Br)[CH:16]=2)=O)C1C=CC=CC=1>CO.[Pd]>[NH2:11][C:12]1[C:13]([C:23]([NH:25][C:26]2[CH:27]=[N:28][CH:29]=[CH:30][C:31]=2[N:32]2[CH2:37][CH2:36][CH2:35][C@H:34]([NH2:38])[CH2:33]2)=[O:24])=[N:14][C:15]2[C:20]([CH:21]=1)=[CH:19][CH:18]=[CH:17][CH:16]=2. Procedure details: To a solution of benzyl [(3S)-1-(3-{[(3-{[(benzyloxy)carbonyl]amino}-7-bromoquinolin-2-yl)carbonyl]amino}pyridin-4-yl)piperidin-3-yl]carbamate (from step 5 in Example 1, 51.3 mg, 0.0723 mmol) in MeOH (2.0 mL), 10 wt % Pd on carbon (8.3 mg, 0.0078 mmol) was added. The mixture was stirred at room temperature under hydrogen (1 atm.) for 15 h. The reaction mixture was then filtered through a pad of diatomaceous earth, eluted with MeOH and then concentrated under reduced pressure. The resulting resid... The reactants are [BH4-], C1CCNCC1, COc1ccc(C=O)c(OC)c1, CO, CCOC(C)=O, CCOCC, ClCCl, Cl, Nc1ncc(Cl)s1, [Na+]. Product: COc1ccc(CNc2ncc(Cl)s2)c(OC)c1. As a reaction SMILES: [BH4-:27].[CH2:9]1[CH2:10][CH2:11][NH:12][CH2:13][CH2:14]1.[CH3:15][O:16][c:17]1[c:18]([CH:19]=[O:20])[cH:21][cH:22][c:23]([O:25][CH3:26])[cH:24]1.[CH3:32][OH:33].[CH3:34][CH2:35][O:36][C:37](=[O:38])[CH3:39].[CH3:40][CH2:41][O:42][CH2:43][CH3:44].[Cl:29][CH2:30][Cl:31].[ClH:1].[NH2:2][c:3]1[s:4][c:5]([Cl:8])[cH:6][n:7]1.[Na+:28]>>[NH:2]([c:3]1[s:4][c:5]([Cl:8])[cH:6][n:7]1)[CH2:19][c:18]1[c:17]([O:16][CH3:15])[cH:24][c:23]([O:25][CH3:26])[cH:22][cH:21]1.